Dataset: the Open Reaction Database (ORD), a public repository of structured organic reaction records. Task: describe an organic reaction: reactants, conditions, products, and yield The reactants are C(C)(=O)OC(C)=O (acetic anhydride), C(C(C)C)C1=CC=C(N)C=C1 (p-isobutylaniline), O (water). The solvent is C(C)(=O)O (acetic acid). Product: C(C(C)C)C1=CC=C(NC(C)=O)C=C1 (p-isobutylacetanilide). Yield: 67.2%. RXN SMILES: [CH2:1]([C:5]1[CH:11]=[CH:10][C:8]([NH2:9])=[CH:7][CH:6]=1)[CH:2]([CH3:4])[CH3:3].[C:12](OC(=O)C)(=[O:14])[CH3:13].O>C(O)(=O)C>[CH2:1]([C:5]1[CH:6]=[CH:7][C:8]([NH:9][C:12](=[O:14])[CH3:13])=[CH:10][CH:11]=1)[CH:2]([CH3:4])[CH3:3]. Procedure: 70.0 g (0.47 mol) of p-isobutylaniline was dissolved in 126 ml of glacial acetic acid. 59.9 g (0.58 mol) of acetic anhydride was then added dropwise to the solution at a temperature of 30° C. After the completion of dropwise addition, the reaction mixture was then allowed to undergo reaction at a temperature of 40° C. for 1 hour. The reaction solution was then poured into 500 ml of water. The resulting crystal was filtered off, washed with water, and then dried. The crystal thus obtained was the... Starting materials: O=C(NC(=S)NC1(c2cc(Br)cs2)CCOCC1CO)c1ccccc1, CO, Cl. Product: O=C(NC1=NC2(c3cc(Br)cs3)CCOCC2CS1)c1ccccc1. Reaction SMILES: [C:1]([c:2]1[cH:3][cH:4][cH:5][cH:6][cH:7]1)(=[O:8])[NH:9][C:10](=[S:11])[NH:12][C:13]1([c:21]2[s:22][cH:23][c:24]([Br:26])[cH:25]2)[CH:14]([CH2:19][OH:20])[CH2:15][O:16][CH2:17][CH2:18]1.[CH3:28][OH:29].[ClH:27]>>[C:1]([c:2]1[cH:3][cH:4][cH:5][cH:6][cH:7]1)(=[O:8])[NH:9][C:10]1=[N:12][C:13]2([c:21]3[s:22][cH:23][c:24]([Br:26])[cH:25]3)[CH:14]([CH2:15][O:16][CH2:17][CH2:18]2)[CH2:19][S:11]1. The reactants are O=C1C(SCC1)C(=O)OC (methyl 3-oxo-2,3,4,5-tetrahydrothiophene-2-carboxylate), C1(CC1)CC(C)C=1C=C(C=C(O)C1)O (5-(3-cyclopropyl-2-propyl)resorcinol). The product is C1(CC1)CC(C)C1=CC2=C(C3=C(C(O2)=O)SCC3)C(=C1)O (7-(3-cyclopropyl-2-propyl)-1,2-dihydro-9-hydroxy-4-oxo-4H-thieno[2,3-c] [1]benzopyran). As a reaction SMILES: O=[C:2]1[CH2:6][CH2:5][S:4][CH:3]1[C:7]([O:9][CH3:10])=[O:8].[CH:11]1([CH2:14][CH:15]([C:17]2[CH:18]=C(O)[CH:20]=[C:21]([CH:23]=2)[OH:22])[CH3:16])[CH2:13][CH2:12]1>>[CH:11]1([CH2:14][CH:15]([C:17]2[CH:23]=[C:21]([OH:22])[C:20]3[C:2]4[CH2:6][CH2:5][S:4][C:3]=4[C:7](=[O:8])[O:9][C:10]=3[CH:18]=2)[CH3:16])[CH2:12][CH2:13]1. Reported procedure: Following a procedure similar to that described in Example 1B hereinabove, methyl 3-oxo-2,3,4,5-tetrahydrothiophene-2-carboxylate is reacted with 5-(3-cyclopropyl-2-propyl)resorcinol to give 7-(3-cyclopropyl-2-propyl)-1,2-dihydro-9-hydroxy-4-oxo-4H-thieno[2,3-c] [1]benzopyran. The reactants are intermediate c, C(C)(C)(C)OC(=O)N1C[C@H]2CC3=CC=C(N=C3N2[C@@H](C1)C)CO ((4R,9aR)-6-hydroxymethyl-4-methyl-3,4,9,9a-tetrahydro-1H-2,4a,5-triaza-fluorene-2-carboxylic acid tert-butyl ester), [H-].[Na+] (sodium hydride), BrCC1CCCCC1 ((bromomethyl)cyclohexane). Product: C(C)(C)(C)OC(=O)N1C[C@H]2CC3=CC=C(N=C3N2[C@@H](C1)C)COCC1CCCCC1 ((4R,9aR)-6-Cyclohexylmethoxymethyl-4-methyl-3,4,9,9a-tetrahydro-1H-2,4a,5-triaza-fluorene-2-carboxylic acid tert-butyl ester). RXN SMILES: [C:1]([O:5][C:6]([N:8]1[CH2:20][C@@H:19]([CH3:21])[N:18]2[C@H:10]([CH2:11][C:12]3[C:17]2=[N:16][C:15]([CH2:22][OH:23])=[CH:14][CH:13]=3)[CH2:9]1)=[O:7])([CH3:4])([CH3:3])[CH3:2].[H-].[Na+].Br[CH2:27][CH:28]1[CH2:33][CH2:32][CH2:31][CH2:30][CH2:29]1>>[C:1]([O:5][C:6]([N:8]1[CH2:20][C@@H:19]([CH3:21])[N:18]2[C@H:10]([CH2:11][C:12]3[C:17]2=[N:16][C:15]([CH2:22][O:23][CH2:27][CH:28]2[CH2:33][CH2:32][CH2:31][CH2:30][CH2:29]2)=[CH:14][CH:13]=3)[CH2:9]1)=[O:7])([CH3:2])([CH3:4])[CH3:3] |f:1.2|. Procedure: This compound was prepared in analogy to Example 15 intermediate c), from (4R,9aR)-6-hydroxymethyl-4-methyl-3,4,9,9a-tetrahydro-1H-2,4a,5-triaza-fluorene-2-carboxylic acid tert-butyl ester, sodium hydride and (bromomethyl)cyclohexane. The reactants are NC1=C(C=CC(=C1)CC(C)C)C=1C(=CC=CC1)S(=O)(=O)NC1=C(C(=NO1)C)C (2′-Amino-N-(3,4-dimethyl-5-isoxazolyl)-4′-(2-methyl-propyl)[1,1′-biphenyl]-2-sulfonamide), CC(=O)C (acetone). Conditions: time 3 hour. Product: CC1=NOC(=C1C)NS(=O)(=O)C=1C(=CC=CC1)C1=C(C=C(C=C1)CC(C)C)NC(C)C (N-(3,4-Dimethyl-5-isoxazolyl)-2′-(1-methyl-(ethylamino))-4′-(2-methylpropyl)-[1,1′-biphenyl]-2-sulfonamide). As a reaction SMILES: [NH2:1][C:2]1[CH:7]=[C:6]([CH2:8][CH:9]([CH3:11])[CH3:10])[CH:5]=[CH:4][C:3]=1[C:12]1[C:13]([S:18]([NH:21][C:22]2[O:26][N:25]=[C:24]([CH3:27])[C:23]=2[CH3:28])(=[O:20])=[O:19])=[CH:14][CH:15]=[CH:16][CH:17]=1.[CH3:29][C:30]([CH3:32])=O>>[CH3:27][C:24]1[C:23]([CH3:28])=[C:22]([NH:21][S:18]([C:13]2[C:12]([C:3]3[CH:4]=[CH:5][C:6]([CH2:8][CH:9]([CH3:11])[CH3:10])=[CH:7][C:2]=3[NH:1][CH:30]([CH3:32])[CH3:29])=[CH:17][CH:16]=[CH:15][CH:14]=2)(=[O:20])=[O:19])[O:26][N:25]=1. Procedure details: The title compound was prepared from the compound of Example 32 and acetone as described for Example 58, with stirring at room temperature for 3 hours. Workup afforded the title compound as a light yellow gum. Starting materials: COC1=CC=C2C(CNCC2=C1)C1=CC=CC=C1 ((+)- 7 -methoxy- 4 -phenyl- 1,2,3,4 tetrahydroisoquinoline), C=O (formaldehyde). Reagents/catalysts: [Ni] (Raney nickel). Solvent: CO (methanol). Yields the product COC1=CC=C2C(CN(CC2=C1)C)C1=CC=CC=C1 ((+)- 7 -methoxy- 2 -methyl- 4 -phenyl- 1,2,3,4 -tetrahydro isoquinoline). As a reaction SMILES: [CH3:1][O:2][C:3]1[CH:12]=[C:11]2[C:6]([CH:7]([C:13]3[CH:18]=[CH:17][CH:16]=[CH:15][CH:14]=3)[CH2:8][NH:9][CH2:10]2)=[CH:5][CH:4]=1.[CH2:19]=O>CO.[Ni]>[CH3:1][O:2][C:3]1[CH:12]=[C:11]2[C:6]([CH:7]([C:13]3[CH:14]=[CH:15][CH:16]=[CH:17][CH:18]=3)[CH2:8][N:9]([CH3:19])[CH2:10]2)=[CH:5][CH:4]=1. Procedure: (+)- 7 -methoxy- 4 -phenyl- 1,2,3,4 tetrahydroisoquinoline (2.4 g) was dissolved in methanol (50 ml) and 35% formaldehyde solution (3 ml) was added. The solution was stirred at ambient temperature for two hours when Raney nickel (1 g) was added and the solution hydrogenated at Atmospheric Pressure. The catalyst was removed by filtration, washed with ethanol and the filtrate and washings evaporated under reduced pressure to give the title compound as a colourless oil. Treatment of the title compo... The reactants are O=C(O)c1ccc(-c2ccc(C(F)(F)F)cc2)cc1, CCOC(=O)c1cn2cc([N+](=O)[O-])ccc2n1. Yields the product CCOC(=O)c1cn2cc(NC(=O)c3ccc(-c4ccc(C(F)(F)F)cc4)cc3)ccc2n1. As a reaction SMILES: [F:18][C:19]([c:20]1[cH:21][cH:22][c:23](-[c:26]2[cH:27][cH:28][c:29]([C:32](=[O:33])[OH:34])[cH:30][cH:31]2)[cH:24][cH:25]1)([F:35])[F:36].[N+:1]([O-:2])(=[O:3])[c:4]1[cH:5][cH:6][c:7]2[n:8]([cH:9]1)[cH:10][c:11]([C:13](=[O:14])[O:15][CH2:16][CH3:17])[n:12]2>>[NH:1]([c:4]1[cH:5][cH:6][c:7]2[n:8]([cH:9]1)[cH:10][c:11]([C:13](=[O:14])[O:15][CH2:16][CH3:17])[n:12]2)[C:32]([c:29]1[cH:28][cH:27][c:26](-[c:23]2[cH:22][cH:21][c:20]([C:19]([F:18])([F:35])[F:36])[cH:25][cH:24]2)[cH:31][cH:30]1)=[O:33].